From a dataset of the Open Reaction Database (ORD), a public repository of structured organic reaction records. describe an organic reaction: reactants, conditions, products, and yield Reactants: O=C(O)Cc1ccc([N+](=O)[O-])cc1, COc1ccc(N)cn1. The reagents and catalysts are CCN=C=NCCCN(C)C.Cl (EDC-HCl), CCN(C(C)C)C(C)C (DIPEA), C1CC(=O)N(C1=O)O (N-Hydroxysuccinimide). Run in CN(C)C=O (DMF), CN(C)C=O (DMF), CN(C)C=O (DMF), CN(C)C=O (DMF), CN(C)C=O (DMF), CN(C)C=O (DMF). Reaction conditions: temperature 25 celsius, time 2 hour. The product is COc1ccc(NC(=O)Cc2ccc([N+](=O)[O-])cc2)cn1. Isolated yield 67.7%. RXN SMILES: COc1ccc(N)cn1.O=C(O)Cc1ccc([N+](=O)[O-])cc1.CCN=C=NCCCN(C)C.Cl.C1CC(=O)N(C1=O)O.CCN(C(C)C)C(C)C.CN(C)C=O>>COc1ccc(NC(=O)Cc2ccc([N+](=O)[O-])cc2)cn1. Starting materials: OCC1=CC=C(C=C1)C1=C(C=CC=C1)NC(=O)OC (4-hydroxymethyl-2'-(methoxycarbonyl)amino-1,1'-biphenyl), Br[Si](C)(C)C (bromotrimethylsilane). Solvent: C(Cl)Cl (methylene chloride), C(Cl)Cl (methylene chloride). Conditions: time 18 hour. Product: BrCC1=CC=C(C=C1)C1=C(C=CC=C1)NC(=O)OC (4-Bromomethyl-2'-(methoxycarbonyl)amino-1,1'-biphenyl). The yield is 63.8%. As a reaction SMILES: O[CH2:2][C:3]1[CH:8]=[CH:7][C:6]([C:9]2[CH:14]=[CH:13][CH:12]=[CH:11][C:10]=2[NH:15][C:16]([O:18][CH3:19])=[O:17])=[CH:5][CH:4]=1.[Br:20][Si](C)(C)C>C(Cl)Cl>[Br:20][CH2:2][C:3]1[CH:8]=[CH:7][C:6]([C:9]2[CH:14]=[CH:13][CH:12]=[CH:11][C:10]=2[NH:15][C:16]([O:18][CH3:19])=[O:17])=[CH:5][CH:4]=1. Procedure details: A solution of 4-hydroxymethyl-2'-(methoxycarbonyl)amino-1,1'-biphenyl (239 mg, 0.93 mmol) in methylene chloride (4 mL) was treated with bromotrimethylsilane (3.0 mL, 22.7 mmol). The reaction mixture was stirred at room temperature for 18 hours. The reaction mixture was diluted with additional methylene chloride and washed with saturated aqueous sodium chloride. After drying over magnesium sulfate, the filtered organic layer was evaporated under vacuum The residue was purified by preparative thin...